Dataset: the Open Reaction Database (ORD), a public repository of structured organic reaction records. Task: describe an organic reaction: reactants, conditions, products, and yield Starting materials: C1(NCCC2=C1SC1=C2CCCC1)=O (3,4,5,6,7,8-Hexahydrobenzothieno[2,3-c]pyridin-1(2H)-one), C(C)(=O)OCC1=C(C=CC=C1Br)Br (2,6-dibromobenzyl acetate), C([O-])([O-])=O.[Cs+].[Cs+] (cesium carbonate), CNCCNC (N,N′-dimethylethylenediamine). The reagents and catalysts are [Cu](I)I (copper iodide). Solvent: O1CCOCC1 (1,4-dioxane). Conditions: temperature 100 celsius. The product is C(C)(=O)OCC1=C(C=CC=C1N1C(C2=C(CC1)C1=C(S2)CCCC1)=O)Br (2-Bromo-6-(1-oxo-3,4,5,6,7,8-hexahydrobenzothieno[2,3-c]pyridin-2(1H)-yl)benzyl acetate). Yield: 30.5%. Reaction SMILES: [C:1]1(=[O:14])[C:6]2[S:7][C:8]3[CH2:13][CH2:12][CH2:11][CH2:10][C:9]=3[C:5]=2[CH2:4][CH2:3][NH:2]1.[C:15]([O:18][CH2:19][C:20]1[C:25]([Br:26])=[CH:24][CH:23]=[CH:22][C:21]=1Br)(=[O:17])[CH3:16].C(=O)([O-])[O-].[Cs+].[Cs+].CNCCNC>[Cu](I)I.O1CCOCC1>[C:15]([O:18][CH2:19][C:20]1[C:21]([N:2]2[CH2:3][CH2:4][C:5]3[C:9]4[CH2:10][CH2:11][CH2:12][CH2:13][C:8]=4[S:7][C:6]=3[C:1]2=[O:14])=[CH:22][CH:23]=[CH:24][C:25]=1[Br:26])(=[O:17])[CH3:16] |f:2.3.4|. Procedure details: A 100-mL three-neck round-bottomed flask equipped with a reflux condenser, magnetic stirrer and nitrogen inlet was charged with 104e (214 mg, 1.04 mmol), 2,6-dibromobenzyl acetate 104g (519 mg, 2.08 mmol), cesium carbonate (678 mg, 2.08 mmol), N,N′-dimethylethylenediamine (92 mg, 1.04 mmol) and 1,4-dioxane (10 mL). After bubbling nitrogen through the resulting suspension for 30 min, copper iodide (99 mg, 0.520 mmol) was added, and the reaction mixture was heated at 100° C. (oil bath temperature)... Starting materials: C1(=CC=CC=C1)C(N1C[C@@H](CC1)N(C(OC(C)(C)C)=O)C1=NC=C(C=C1)\C=C\C(NOC1OCCCC1)=O)C1=CC=CC=C1 (tert-butyl [(3R)-1-(diphenylmethyl)-3-pyrrolidinyl](5-{(1E)-3-oxo-3-[(tetrahydro-2H-pyran-2-yloxy)amino]-1-propen-1-yl}-2-pyridyl)carbamate), CO.Cl (hydrogen chloride methanol). Solvent: CO (methanol). Conditions: time 30 minute. Product: Cl.Cl.C1(=CC=CC=C1)C(N1C[C@@H](CC1)NC1=CC=C(C=N1)/C=C/C(=O)NO)C1=CC=CC=C1 ((2E)-3-(6-{[(3R)-1-(diphenylmethyl)-3-pyrrolidinyl]amino}-3-pyridyl)-N-hydroxyacrylamide dihydrochloride). RXN SMILES: [C:1]1([CH:7]([C:39]2[CH:44]=[CH:43][CH:42]=[CH:41][CH:40]=2)[N:8]2[CH2:12][CH2:11][C@@H:10]([N:13]([C:21]3[CH:26]=[CH:25][C:24](/[CH:27]=[CH:28]/[C:29](=[O:38])[NH:30][O:31]C4CCCCO4)=[CH:23][N:22]=3)C(=O)OC(C)(C)C)[CH2:9]2)[CH:6]=[CH:5][CH:4]=[CH:3][CH:2]=1.CO.[ClH:47]>CO>[ClH:47].[ClH:47].[C:39]1([CH:7]([C:1]2[CH:2]=[CH:3][CH:4]=[CH:5][CH:6]=2)[N:8]2[CH2:12][CH2:11][C@@H:10]([NH:13][C:21]3[N:22]=[CH:23][C:24](/[CH:27]=[CH:28]/[C:29]([NH:30][OH:31])=[O:38])=[CH:25][CH:26]=3)[CH2:9]2)[CH:40]=[CH:41][CH:42]=[CH:43][CH:44]=1 |f:1.2,4.5.6|. Procedure: To a stirred solution of tert-butyl [(3R)-1-(diphenylmethyl)-3-pyrrolidinyl](5-{(1E)-3-oxo-3-[(tetrahydro-2H-pyran-2-yloxy)amino]-1-propen-1-yl}-2-pyridyl)carbamate (94 mg) in methanol (2 mL) was added hydrogen chloride methanol reagent 10 (0.5 mL, Tokyo Kasei), and the mixture was stirred at ambient temperature for 30 minutes. The solvent was evaporated to dryness and the residue was dissolved in the mixture of dioxane (3 ml) and methanol (1 ml). To this solution was added 4N-hydrogen chloride ... Starting materials: CC1=CC=C(C=N1)CCC(=O)OCC (ethyl 3-(6-methyl-3-pyridinyl)propanoate), [H-].[H-].[H-].[H-].[Li+].[Al+3] (LiAlH4). The solvent is O1CCCC1 (tetrahydrofuran). Reaction conditions: time 1 hour. Yields the product CC1=CC=C(C=N1)CCCO (3-(6-methyl-3-pyridinyl)-1-propanol). Isolated yield 102.9%. Reaction SMILES: [CH3:1][C:2]1[N:7]=[CH:6][C:5]([CH2:8][CH2:9][C:10](OCC)=[O:11])=[CH:4][CH:3]=1.[H-].[H-].[H-].[H-].[Li+].[Al+3]>O1CCCC1>[CH3:1][C:2]1[N:7]=[CH:6][C:5]([CH2:8][CH2:9][CH2:10][OH:11])=[CH:4][CH:3]=1 |f:1.2.3.4.5.6|. Procedure details: To a suspension of ethyl 3-(6-methyl-3-pyridinyl)propanoate (500 mg, 2.59 mmol) in tetrahydrofuran (15 ml) at 0° C., LiAlH4 (1.42 ml, 2.85 mmol) was added dropwise. When the addition was complete, the ice bath was removed and the reaction stirred at room temperature for 1 hour. Wet THF was added dropwise until a white solid precipitated and the evolution of gas ceased. The solid was filtered off, washed twice with Et2O and the filtrate evaporated under vacuum to afford the title compound (403 mg... Reactants: CN1C(=CC2=CC=CC=C12)C=O (1-Methyl-1H-indole-2-carbaldehyde), COC1=C(C=CC=C1)N1CCNCC1 (1-(2-methoxyphenyl)piperazine). The product is COC1=C(C=CC=C1)N1CCN(CC1)CC=1N(C2=CC=CC=C2C1)C (2-{[4-(2-methoxyphenyl)-1-piperazinyl]methyl}-1-methyl-1H-indole). As a reaction SMILES: [CH3:1][N:2]1[C:10]2[C:5](=[CH:6][CH:7]=[CH:8][CH:9]=2)[CH:4]=[C:3]1[CH:11]=O.[CH3:13][O:14][C:15]1[CH:20]=[CH:19][CH:18]=[CH:17][C:16]=1[N:21]1[CH2:26][CH2:25][NH:24][CH2:23][CH2:22]1>>[CH3:13][O:14][C:15]1[CH:20]=[CH:19][CH:18]=[CH:17][C:16]=1[N:21]1[CH2:26][CH2:25][N:24]([CH2:11][C:3]2[N:2]([CH3:1])[C:10]3[C:5]([CH:4]=2)=[CH:6][CH:7]=[CH:8][CH:9]=3)[CH2:23][CH2:22]1. Reported procedure: 1-Methyl-1H-indole-2-carbaldehyde and 1-(2-methoxyphenyl)piperazine were processed as described in Example 7 to provide the title compound. 1H NMR (CD3OD, 300 MHz) δ 3.0 (m, 2H), 3.45 (m, 2H), 3.74 (m, 4H), 3.86 (s, 3H), 3.88 (s, 2H), 4.70 (s, 3H), 6.83 (s, 1H), 6.90–7.14 (m, 5H), 7.28 (m, 1H), 7.48 (d, 1H, J=7.8 Hz), 7.62 (d, 1H, J=7.8 Hz). MS (DCI/NH3) m/z 336.1 (M+H)+. Anal. Calcd for C21H25N3O: C, 75.19; H, 7.51; N, 12.53. Found: C, 74.45; H, 7.43; N, 12.37. Starting materials: BrC=1C=CC(=C(C#N)C1)C(=O)N1CCN(CC1)C1=NC=C(C=C1C)C (5-bromo-2-[4-(3,5-dimethylpyridin-2-yl)piperazine-1-carbonyl]benzonitrile), CN1C(NCC1)=O (1-methylimidazolidin-2-one). The product is CC=1C(=NC=C(C1)C)N1CCN(CC1)C(=O)C1=C(C#N)C=C(C=C1)N1C(N(CC1)C)=O (2-[4-(3,5-dimethylpyridin-2-yl)piperazine-1-carbonyl]-5-(3-methyl-2-oxoimidazolidin-1-yl)benzonitrile). Yield: 77.2%. As a reaction SMILES: Br[C:2]1[CH:3]=[CH:4][C:5]([C:10]([N:12]2[CH2:17][CH2:16][N:15]([C:18]3[C:23]([CH3:24])=[CH:22][C:21]([CH3:25])=[CH:20][N:19]=3)[CH2:14][CH2:13]2)=[O:11])=[C:6]([CH:9]=1)[C:7]#[N:8].[CH3:26][N:27]1[CH2:31][CH2:30][NH:29][C:28]1=[O:32]>>[CH3:24][C:23]1[C:18]([N:15]2[CH2:16][CH2:17][N:12]([C:10]([C:5]3[CH:4]=[CH:3][C:2]([N:29]4[CH2:30][CH2:31][N:27]([CH3:26])[C:28]4=[O:32])=[CH:9][C:6]=3[C:7]#[N:8])=[O:11])[CH2:13][CH2:14]2)=[N:19][CH:20]=[C:21]([CH3:25])[CH:22]=1. Procedure details: Using 5-bromo-2-[4-(3,5-dimethylpyridin-2-yl)piperazine-1-carbonyl]benzonitrile (399 mg) described in Preparation Example 187 and 1-methylimidazolidin-2-one (120 mg) and by the reaction and treatment in the same manner as in Example 1, the title compound (323 mg) was obtained. Starting materials: [N+](=O)([O-])C1=CC=C(C=C1)N1C(CCCC1C1=CC(=C(C=C1)Cl)Cl)=O (1-(4-nitrophenyl)-6-(3,4-dichlorophenyl)-2-piperidone), O.N (ammonia water). Reagents/catalysts: [Cl-].[Cl-].[Cl-].[Ti+3] (titanium trichloride). Run in CO (methanol). Reaction conditions: time 40 minute. The product is NC1=CC=C(C=C1)N1C(CCCC1C1=CC(=C(C=C1)Cl)Cl)=O (1-(4-aminophenyl)-6-(3,4-dichlorophenyl)-2-piperidone). The yield is 76.9%. Reaction SMILES: [N+:1]([C:4]1[CH:9]=[CH:8][C:7]([N:10]2[CH:15]([C:16]3[CH:21]=[CH:20][C:19]([Cl:22])=[C:18]([Cl:23])[CH:17]=3)[CH2:14][CH2:13][CH2:12][C:11]2=[O:24])=[CH:6][CH:5]=1)([O-])=O.O.N>CO.[Cl-].[Cl-].[Cl-].[Ti+3]>[NH2:1][C:4]1[CH:9]=[CH:8][C:7]([N:10]2[CH:15]([C:16]3[CH:21]=[CH:20][C:19]([Cl:22])=[C:18]([Cl:23])[CH:17]=3)[CH2:14][CH2:13][CH2:12][C:11]2=[O:24])=[CH:6][CH:5]=1 |f:1.2,4.5.6.7|. Reported procedure: A solution of 6.5 g of 1-(4-nitrophenyl)-6-(3,4-dichlorophenyl)-2-piperidone in 180 ml of methanol was cooled to 4° C., and then 110 g of 25% titanium trichloride was added dropwise to the solution. After stirring at 18° to 20° C. for 40 minutes, the reaction mixture was poured into cold ammonia water and the precipitates were filtered off. The filtrate was extracted with chloroform. On the other hand, the precipitate obtained above was throughly washed with chloroform. The chloroform layer was ... Reactants: OC1=NC=CC=C1 (2-hydroxypyridine), BrC1=CC(=C(N)C=C1)F (4-bromo-2-fluoroaniline). The reagents and catalysts are [Cu] (copper). The product is NC1=C(C=C(C=C1)N1C(C=CC=C1)=O)F (1-(4-amino-3-fluoro-phenyl)-1H-pyridin-2-one). As a reaction SMILES: [OH:1][C:2]1[CH:7]=[CH:6][CH:5]=[CH:4][N:3]=1.Br[C:9]1[CH:15]=[CH:14][C:12]([NH2:13])=[C:11]([F:16])[CH:10]=1>[Cu]>[NH2:13][C:12]1[CH:14]=[CH:15][C:9]([N:3]2[CH:4]=[CH:5][CH:6]=[CH:7][C:2]2=[O:1])=[CH:10][C:11]=1[F:16]. Reported procedure: The process described in patent US2005/0215599, i.e. copper catalyzed N-arylation of 2-hydroxypyridine with 4-bromo-2-fluoroaniline suffers from a major safety issue.